Task: describe an organic reaction: reactants, conditions, products, and yield. Dataset: the Open Reaction Database (ORD), a public repository of structured organic reaction records Starting materials: C1CCOC1, [Li]CCCC, CN1CCNCC1, NC(=O)O. Product: NC(=O)N1CCNCC1. As a reaction SMILES: [CH2:5]1[O:6][CH2:7][CH2:8][CH2:9]1.[CH3:10][CH2:11][CH2:12][CH2:13][Li:14].[CH3:15][N:16]1[CH2:17][CH2:18][NH:19][CH2:20][CH2:21]1.[NH2:1][C:2]([OH:3])=[O:4]>>[NH2:1][C:2](=[O:4])[N:16]1[CH2:17][CH2:18][NH:19][CH2:20][CH2:21]1. Reactants: [Al+3], CCOC(=O)C(C)c1ncccc1Cl, [H-], [H-], [H-], [H-], [Li+], C1CCOC1. Product: CC(CO)c1ncccc1Cl. As a reaction SMILES: [Al+3:16].[Cl:1][c:2]1[c:3]([CH:8]([C:9](=[O:10])[O:11][CH2:12][CH3:13])[CH3:14])[n:4][cH:5][cH:6][cH:7]1.[H-:15].[H-:18].[H-:19].[H-:20].[Li+:17].[O:21]1[CH2:22][CH2:23][CH2:24][CH2:25]1>>[Cl:1][c:2]1[c:3]([CH:8]([CH2:9][OH:10])[CH3:14])[n:4][cH:5][cH:6][cH:7]1. Starting materials: BrC1=CC(=C(CC2(CN(C2)C(=O)OC(C)(C)C)C#N)C=C1)I (tert-butyl 3-(4-bromo-2-iodobenzyl)-3-cyanoazetidine-1-carboxylate), [Li]CCCC (n-BuLi), C1CCOC1 (THF). Run at time 1 hour. The product is BrC1=CC=C2CC3(C(C2=C1)=O)CN(C3)C(=O)OC(C)(C)C (tert-butyl 6′-bromo-1′-oxo-1′,3′-dihydrospiro[azetidine-3,2′-indene]-1-carboxylate). Yield: 54.0%. Reaction SMILES: [Br:1][C:2]1[CH:21]=[CH:20][C:5]([CH2:6][C:7]2([C:18]#N)[CH2:10][N:9]([C:11]([O:13][C:14]([CH3:17])([CH3:16])[CH3:15])=[O:12])[CH2:8]2)=[C:4](I)[CH:3]=1.[Li]CCCC.C1C[O:31]CC1>>[Br:1][C:2]1[CH:21]=[C:20]2[C:5]([CH2:6][C:7]3([CH2:10][N:9]([C:11]([O:13][C:14]([CH3:17])([CH3:16])[CH3:15])=[O:12])[CH2:8]3)[C:18]2=[O:31])=[CH:4][CH:3]=1. Procedure details: To a solution of tert-butyl 3-(4-bromo-2-iodobenzyl)-3-cyanoazetidine-1-carboxylate (4.2876 g, 8.99 mmol) in THF (120 mL) was added n-BuLi (2.5 Min hexane, 3.8 mL, 9.5 mmol) at −78° C. dropwise over 10 min under nitrogen. After 1 h, the reaction mixture was quenched with saturated NH4Cl, diluted with CH2Cl2, and dried over Na2SO4. After the solvent was evaporated under reduced pressure, the residue was purified by chromatography on silica gel eluted with hexanes/ethyl acetate to afford 1.7020 g ...